From a dataset of the Open Reaction Database (ORD), a public repository of structured organic reaction records. describe an organic reaction: reactants, conditions, products, and yield Reported procedure: Biosynthesis of the 2-amino-6-hydroxy-benzoquinone component of the compound of Formula II, requires components derived from the aminoshikimate pathway. FIG. 14b depicts the series of enzymatic reactions involved in the biosynthesis of this constituent. ORF 21 (ALDB) (SEQ ID NO: 42) resembles aldolases involved in the generation of precursors of D-erythrose-4-phosphate which is part of the aminoshikimate pathway used for the generation of 2-amino-6-hydroxy-[1,4]-benzoquinone. ORF 33 (DAHP) (SEQ ... Product: NC=1C=C(C=C(C1O)O)O (6-amino-benzene-1,2,4-triol). Starting materials: NC=1C(C(=CC(C1)=O)O)=O (2-amino-6-hydroxy-benzoquinone), C=C(C(=O)O)OP(=O)(O)O (phosphoenolpyruvate), C1[C@H]([C@@H]([C@@H](C=C1C(=O)O)O)O)N (aminoshikimate), HOYH, NC=1C=C(C(=O)O)C=C(C1)O (3-amino-5-hydroxy-benzoic acid), C1[C@H]([C@@H]([C@@H](C=C1C(=O)O)O)O)N (aminoshikimate), NC=1C(=C(C(=O)O)C=C(C1)O)O (3-amino-2,5-dihydroxy-benzoic acid), P(=O)(O)(O)OC[C@H]([C@H]([C@@H](CC(C(=O)O)=O)N)O)O (3,4-dideoxy-4-amino-D-arabino-heptulosonic acid 7-phosphate), C([C@H]([C@@H]([C@@H](COP(=O)(O)O)O)O)O)C(=O)C(=O)O (DAHP), Formula II, P(=O)(O)(O)OC[C@H]([C@H](C=O)O)O (D-erythrose-4-phosphate), NC=1C=C(C(=O)O)C=C(C1)O (3-amino-5-hydroxy-benzoic acid), P(=O)(O)(O)OC[C@H]([C@H](C=O)O)O (erythrose 4-phosphate), C1[C@H]([C@@H]([C@@H](C=C1C(=O)O)O)O)N (aminoshikimate), NC=1C(C(=CC(C1)=O)O)=O (2-amino-6-hydroxy-[1,4]-benzoquinone). Reaction SMILES: [NH2:1][C:2]1[C:3](=[O:10])[C:4]([OH:9])=[CH:5][C:6](=[O:8])[CH:7]=1.C1C(C(O)=O)=C[C@@H](O)[C@@H](O)[C@@H]1N.P(OC[C@@H](O)[C@@H](O)C=O)(O)(O)=O.C(C(C(O)=O)=O)[C@@H](O)[C@H](O)[C@H](O)COP(O)(O)=O.P(OC[C@@H](O)[C@@H](O)[C@H](N)CC(=O)C(O)=O)(O)(O)=O.C=C(OP(O)(O)=O)C(O)=O.NC1C=C(C=C(O)C=1)C(O)=O.NC1C(O)=C(C=C(O)C=1)C(O)=O>>[NH2:1][C:2]1[CH:7]=[C:6]([OH:8])[CH:5]=[C:4]([OH:9])[C:3]=1[OH:10]. Starting materials: C(C)[SiH](CC)CC (Triethylsilane), C(=O)(C(F)(F)F)O (TFA), C1(CC1)C(O)C1=CN(C2=NC=CC=C21)S(=O)(=O)C2=CC=CC=C2 (Cyclopropyl(1-(phenylsulfonyl)-1H-pyrrolo[2,3-b]pyridin-3-yl)methanol). The solvent is ClCCl (dichloromethane). Conditions: temperature 0 celsius, time 15 minute. Yields the product C1(CC1)CC1=CN(C2=NC=CC=C21)S(=O)(=O)C2=CC=CC=C2 (3-(cyclopropylmethyl)-1-(phenylsulfonyl)-1H-pyrrolo[2,3-b]pyridine). Yield: 58.5%. Reaction SMILES: [CH:1]1([CH:4]([C:6]2[C:14]3[C:9](=[N:10][CH:11]=[CH:12][CH:13]=3)[N:8]([S:15]([C:18]3[CH:23]=[CH:22][CH:21]=[CH:20][CH:19]=3)(=[O:17])=[O:16])[CH:7]=2)O)[CH2:3][CH2:2]1.C([SiH](CC)CC)C.C(O)(C(F)(F)F)=O>ClCCl>[CH:1]1([CH2:4][C:6]2[C:14]3[C:9](=[N:10][CH:11]=[CH:12][CH:13]=3)[N:8]([S:15]([C:18]3[CH:23]=[CH:22][CH:21]=[CH:20][CH:19]=3)(=[O:17])=[O:16])[CH:7]=2)[CH2:2][CH2:3]1. Reported procedure: Cyclopropyl(1-(phenylsulfonyl)-1H-pyrrolo[2,3-b]pyridin-3-yl)methanol (0.285 g, 0.87 mmol) was dissolved in dry dichloromethane (9 mL) and chilled to 0° C. Triethylsilane (1.11 mL, 6.94 mmol, 8 eq.) and TFA (0.201 mL, 2.60 mmol, 3 eq.) were then added. The reaction mixture was stirred at 0° C. for 15 minutes and then allowed to warm to room temperature. After about 1.5 hours, the mixture was quenched with saturated sodium bicarbonate solution and extracted with DCM. The extracts were dried over ... The reactants are CCCCCCCOc1c(C(C)=CC#N)cc(C(C)(C)C)cc1C(C)(C)C, CCOC(C)=O. Yields the product CCCCCCCOc1c(C(C)CC#N)cc(C(C)(C)C)cc1C(C)(C)C. Reaction SMILES: [C:1]([CH3:2])([CH3:3])([CH3:4])[c:5]1[c:6]([O:20][CH2:21][CH2:22][CH2:23][CH2:24][CH2:25][CH2:26][CH3:27])[c:7]([C:15](=[CH:16][C:17]#[N:18])[CH3:19])[cH:8][c:9]([C:11]([CH3:12])([CH3:13])[CH3:14])[cH:10]1.[CH3:28][CH2:29][O:30][C:31]([CH3:32])=[O:33]>>[C:1]([CH3:2])([CH3:3])([CH3:4])[c:5]1[c:6]([O:20][CH2:21][CH2:22][CH2:23][CH2:24][CH2:25][CH2:26][CH3:27])[c:7]([CH:15]([CH2:16][C:17]#[N:18])[CH3:19])[cH:8][c:9]([C:11]([CH3:12])([CH3:13])[CH3:14])[cH:10]1. The reactants are ClC1=NC(=CC(=N1)N1[C@H](COCC1)C)C(C)(C)S(=O)(=O)C(C)(C)C (2-chloro-4-[(3S)-3-methylmorpholin-4-yl]-6-(2-tert-butylsulfonylpropan-2-yl)pyrimidine), CC1(OB(OC1(C)C)C1=CC=C(N)C=C1)C (4-(4,4,5,5-tetramethyl-1,3,2-dioxaborolan-2-yl)aniline), C([O-])([O-])=O.[Na+].[Na+] (sodium carbonate). Reagents/catalysts: Cl[Pd]([P](C1=CC=CC=C1)(C2=CC=CC=C2)C3=CC=CC=C3)([P](C4=CC=CC=C4)(C5=CC=CC=C5)C6=CC=CC=C6)Cl (Dichlorobis(triphenylphosphine)-palladium(II)). Run in CN(C)C=O (DMF), COCCOC (DME), C(C)O (ethanol), O (water). Conditions: temperature 80 celsius, time 16 hour. The product is C[C@@H]1N(CCOC1)C1=NC(=NC(=C1)C(C)(C)S(=O)(=O)C(C)(C)C)C1=CC=C(N)C=C1 (4-[4-[(3S)-3-Methylmorpholin-4-yl]-6-(2-tert-butylsulfonylpropan-2-yl)pyrimidin-2-yl]aniline). Isolated yield 93.9%. Reaction SMILES: Cl[C:2]1[N:7]=[C:6]([N:8]2[CH2:13][CH2:12][O:11][CH2:10][C@@H:9]2[CH3:14])[CH:5]=[C:4]([C:15]([S:18]([C:21]([CH3:24])([CH3:23])[CH3:22])(=[O:20])=[O:19])([CH3:17])[CH3:16])[N:3]=1.CC1(C)C(C)(C)OB([C:33]2[CH:39]=[CH:38][C:36]([NH2:37])=[CH:35][CH:34]=2)O1.C(=O)([O-])[O-].[Na+].[Na+]>CN(C=O)C.COCCOC.C(O)C.O.Cl[Pd](Cl)([P](C1C=CC=CC=1)(C1C=CC=CC=1)C1C=CC=CC=1)[P](C1C=CC=CC=1)(C1C=CC=CC=1)C1C=CC=CC=1>[CH3:14][C@H:9]1[CH2:10][O:11][CH2:12][CH2:13][N:8]1[C:6]1[CH:5]=[C:4]([C:15]([S:18]([C:21]([CH3:24])([CH3:23])[CH3:22])(=[O:20])=[O:19])([CH3:17])[CH3:16])[N:3]=[C:2]([C:33]2[CH:39]=[CH:38][C:36]([NH2:37])=[CH:35][CH:34]=2)[N:7]=1 |f:2.3.4,^1:64,83|. Reported procedure: Dichlorobis(triphenylphosphine)-palladium(II) (0.103 g, 0.15 mmol) was added to 2-chloro-4-[(3S)-3-methylmorpholin-4-yl]-6-(2-tert-butylsulfonylpropan-2-yl)pyrimidine (1.10 g, 2.93 mmol), 4-(4,4,5,5-tetramethyl-1,3,2-dioxaborolan-2-yl)aniline (0.833 g, 3.80 mmol) and 2M aqueous sodium carbonate (5.27 mL, 10.53 mmol) in DMF (6 mL), DME (5 mL), ethanol (5 mL) and water (12.5 mL) at RT under nitrogen. The reaction was purged with nitrogen for 15 minutes and the resulting mixture was stirred at 80° ... Starting materials: C1(CCC(=O)O1)=O (succinic anhydride), CN(CC(COC1=C(C=CC=C1)CCCCC1=CC=CC=C1)O)C (3-dimethylamino-1-[2-(4-phenylbutyl)phenoxy]-2-propanol), solution, Cl (hydrogen chloride). The solvent is CC(=O)C (acetone), O1CCOCC1 (dioxane). The product is Cl.C(CCC(=O)O)(=O)OC(CN(C)C)COC1=C(C=CC=C1)CCCCC1=CC=CC=C1 (2-Dimethylamino-1-[2-(4-phenylbutyl)phenoxymethyl]ethyl hydrogen succinate hydrochloride). Isolated yield 93.0%. As a reaction SMILES: [C:1]1(=[O:7])[O:6][C:4](=[O:5])[CH2:3][CH2:2]1.[CH3:8][N:9]([CH3:31])[CH2:10][CH:11]([OH:30])[CH2:12][O:13][C:14]1[CH:19]=[CH:18][CH:17]=[CH:16][C:15]=1[CH2:20][CH2:21][CH2:22][CH2:23][C:24]1[CH:29]=[CH:28][CH:27]=[CH:26][CH:25]=1.[ClH:32]>CC(C)=O.O1CCOCC1>[ClH:32].[C:4]([O:30][CH:11]([CH2:12][O:13][C:14]1[CH:19]=[CH:18][CH:17]=[CH:16][C:15]=1[CH2:20][CH2:21][CH2:22][CH2:23][C:24]1[CH:29]=[CH:28][CH:27]=[CH:26][CH:25]=1)[CH2:10][N:9]([CH3:8])[CH3:31])(=[O:5])[CH2:3][CH2:2][C:1]([OH:6])=[O:7] |f:5.6|. Procedure: 0.57 g of succinic anhydride was added to a solution of 1.79 g of 3-dimethylamino-1-[2-(4-phenylbutyl)phenoxy]-2-propanol [prepared as described in Example 1(b)] in 50 ml of acetone, and the resulting mixture was heated under reflux for 2 hours. At the end of this time, the reaction mixture was cooled, and 1.5 ml of a 4N solution of hydrogen chloride in dioxane were added, and the mixture was allowed to stand at room temperature. The crystals which precipitated were collected by filtration and d... Reactants: [Cl-], O=C1OC(=Cc2ccc(Cl)c([N+](=O)[O-])c2)c2ccccc21, [Fe], [NH4+], O. Yields the product Nc1cc(C=C2OC(=O)c3ccccc32)ccc1Cl. RXN SMILES: [Cl-:22].[Cl:1][c:2]1[c:3]([N+:19]([O-:20])=[O:21])[cH:4][c:5]([CH:6]=[C:7]2[O:8][C:9](=[O:16])[c:10]3[cH:11][cH:12][cH:13][cH:14][c:15]32)[cH:17][cH:18]1.[Fe:24].[NH4+:23].[OH2:25]>>[Cl:1][c:2]1[c:3]([NH2:19])[cH:4][c:5]([CH:6]=[C:7]2[O:8][C:9](=[O:16])[c:10]3[cH:11][cH:12][cH:13][cH:14][c:15]32)[cH:17][cH:18]1. Reactants: O=c1cnc(C(F)(F)F)c[nH]1, Nc1cnc(C(F)(F)F)cn1, [Na+], O=C([O-])O, O=P(Cl)(Cl)Cl, O=S(=O)(O)O. Product: FC(F)(F)c1cnc(Cl)cn1. RXN SMILES: [F:12][C:13]([F:14])([F:15])[c:16]1[n:17][cH:18][c:19](=[O:20])[nH:21][cH:22]1.[NH2:1][c:2]1[n:3][cH:4][c:5]([C:8]([F:9])([F:10])[F:11])[n:6][cH:7]1.[Na+:32].[O-:28][C:29]([OH:30])=[O:31].[P:33]([Cl:34])([Cl:35])([Cl:36])=[O:37].[S:23](=[O:24])(=[O:25])([OH:26])[OH:27]>>[c:2]1([Cl:35])[n:3][cH:4][c:5]([C:8]([F:9])([F:10])[F:11])[n:6][cH:7]1.